This data is from the Open Reaction Database (ORD), a public repository of structured organic reaction records. The task is: describe an organic reaction: reactants, conditions, products, and yield Reactants: Cl.NC1=NC(=C(C(=N1)N)C1=C(C(=CC=C1)Cl)Cl)C(F)(F)F (2,4-Diamino-5-(2,3-dichlorophenyl)-6-trifluoromethylpyrimidine hydrochloride), ClC1=C(C=CC(=C1)Cl)CC#N (2,4-dichlorophenylacetonitrile). Yields the product NC1=NC(=C(C(=N1)N)C1=C(C=C(C=C1)Cl)Cl)C(F)(F)F (2,4-Diamino-5-(2,4-dichlorophenyl)-6-trifluoromethylpyrimidine). As a reaction SMILES: Cl.[NH2:2][C:3]1[N:8]=[C:7]([NH2:9])[C:6]([C:10]2[CH:15]=[CH:14][CH:13]=[C:12](Cl)[C:11]=2[Cl:17])=[C:5]([C:18]([F:21])([F:20])[F:19])[N:4]=1.[Cl:22]C1C=C(Cl)C=CC=1CC#N>>[NH2:2][C:3]1[N:8]=[C:7]([NH2:9])[C:6]([C:10]2[CH:15]=[CH:14][C:13]([Cl:22])=[CH:12][C:11]=2[Cl:17])=[C:5]([C:18]([F:21])([F:20])[F:19])[N:4]=1 |f:0.1|. Procedure details: This compound was prepared in a manner analogous to the compound of Example 14 from 2,4-dichlorophenylacetonitrile (Aldrich): mp. 220.5°-221° C. The yield is 83.4%. Procedure details: A mixture of 1-(3-benzyloxy-2-methoxy-6,7-dihydro-5H-benzocyclohepten-8-ylcarbonyl)-4-(3,4,5-trimethoxybenzoyl)piperazine (1.7 g), a 30% acetic acid solution of hydrobromic acid (6 ml) and acetic acid (12 ml) is stirred at room temperature for 40 minutes. To the reaction mixture is added ether (100 ml), and the resulting precipitates are collected by filtration. To the precipitates are added ethyl acetate and water. The mixture is shaken, then the organic layer is separated. The organic layer is... Yields the product OC1=CC2=C(C=C(CCC2)C(=O)N2CCN(CC2)C(C2=CC(=C(C(=C2)OC)OC)OC)=O)C=C1OC (1-(3-hydroxy-2-methoxy-6,7-dihydro-5H-benzocyclohepten-8-ylcarbonyl)-4-(3,4,5-trimethoxybenzoyl)piperazine). RXN SMILES: C([O:8][C:9]1[C:41]([O:42][CH3:43])=[CH:40][C:12]2[CH:13]=[C:14]([C:18]([N:20]3[CH2:25][CH2:24][N:23]([C:26](=[O:39])[C:27]4[CH:32]=[C:31]([O:33][CH3:34])[C:30]([O:35][CH3:36])=[C:29]([O:37][CH3:38])[CH:28]=4)[CH2:22][CH2:21]3)=[O:19])[CH2:15][CH2:16][CH2:17][C:11]=2[CH:10]=1)C1C=CC=CC=1.C(O)(=O)C.Br>CCOCC>[OH:8][C:9]1[C:41]([O:42][CH3:43])=[CH:40][C:12]2[CH:13]=[C:14]([C:18]([N:20]3[CH2:21][CH2:22][N:23]([C:26](=[O:39])[C:27]4[CH:32]=[C:31]([O:33][CH3:34])[C:30]([O:35][CH3:36])=[C:29]([O:37][CH3:38])[CH:28]=4)[CH2:24][CH2:25]3)=[O:19])[CH2:15][CH2:16][CH2:17][C:11]=2[CH:10]=1. Run in CCOCC (ether). The reactants are C(C)(=O)O (acetic acid), Br (hydrobromic acid), C(C)(=O)O (acetic acid), C(C1=CC=CC=C1)OC1=CC2=C(C=C(CCC2)C(=O)N2CCN(CC2)C(C2=CC(=C(C(=C2)OC)OC)OC)=O)C=C1OC (1-(3-benzyloxy-2-methoxy-6,7-dihydro-5H-benzocyclohepten-8-ylcarbonyl)-4-(3,4,5-trimethoxybenzoyl)piperazine). The reactants are ClC=1C=NC=C(C1Cl)Cl (3,4,5-trichloropyridine), C([O-])([O-])=O.[Cs+].[Cs+] (cesium carbonate), CN1C(CCC1)=O (N-methylpyrrolidone). Solvent: O (Water). Reaction conditions: temperature 100 celsius, time 2 hour. The product is ClC=1C=NC=C(C1N1C(=CC=C1)C=O)Cl (1-(3,5-dichloro-4-pyridinyl)-1H-pyrrole-2-carbaldehyde). As a reaction SMILES: [Cl:1][C:2]1[CH:3]=[N:4][CH:5]=[C:6]([Cl:9])[C:7]=1Cl.[C:10](=[O:13])([O-])[O-].[Cs+].[Cs+].C[N:17]1[CH2:21][CH2:20][CH2:19][C:18]1=O>O>[Cl:9][C:6]1[CH:5]=[N:4][CH:3]=[C:2]([Cl:1])[C:7]=1[N:17]1[CH:21]=[CH:20][CH:19]=[C:18]1[CH:10]=[O:13] |f:1.2.3|. Reported procedure: A mixture of 2.6 g of 2-pyrrolecabaldehyde, 5.0 g of 3,4,5-trichloropyridine, 10.7 g of cesium carbonate and 30 ml of N-methylpyrrolidone was stirred at 100° C. for 2 hours, and then allowed to cool to room temperature. Water was poured into the reaction mixture, and the mixture was extracted with ethyl acetate two times. The organic layers were combined, washed successively water and an aqueous saturated sodium chloride solution, dried over anhydrous sodium sulfate, and concentrated under reduc...